Dataset: the Open Reaction Database (ORD), a public repository of structured organic reaction records. Task: describe an organic reaction: reactants, conditions, products, and yield Starting materials: CCOC(=O)C1CN(CCCC(=O)O)c2cccc(NC(=O)OC(C)(C)C)c2O1, C[Si](C)(C)C=[N+]=[N-], CCOC(C)=O. The product is CCOC(=O)C1CN(CCCC(=O)OC)c2cccc(NC(=O)OC(C)(C)C)c2O1. Reaction SMILES: [C:1]([CH3:2])([CH3:3])([CH3:4])[O:5][C:6](=[O:7])[NH:8][c:9]1[cH:10][cH:11][cH:12][c:13]2[c:18]1[O:17][CH:16]([C:19](=[O:20])[O:21][CH2:22][CH3:23])[CH2:15][N:14]2[CH2:24][CH2:25][CH2:26][C:27](=[O:28])[OH:29].[CH3:30][Si:31]([CH:32]=[N+:33]=[N-:34])([CH3:35])[CH3:36].[CH3:37][CH2:38][O:39][C:40](=[O:41])[CH3:42]>>[C:1]([CH3:2])([CH3:3])([CH3:4])[O:5][C:6](=[O:7])[NH:8][c:9]1[cH:10][cH:11][cH:12][c:13]2[c:18]1[O:17][CH:16]([C:19](=[O:20])[O:21][CH2:22][CH3:23])[CH2:15][N:14]2[CH2:24][CH2:25][CH2:26][C:27](=[O:28])[O:29][CH3:30]. The reactants are C(\C=C\CCCCCCC)(=O)O (trans-2-decenoic acid), C(C(C)C)N (isobutylamine). The product is C(C(C)C)NC(\C=C\CCCCCCC)=O ((E)-N-isobutyl dec-2-enamide). RXN SMILES: [C:1]([OH:12])(=O)/[CH:2]=[CH:3]/[CH2:4][CH2:5][CH2:6][CH2:7][CH2:8][CH2:9][CH3:10].[CH2:13]([NH2:17])[CH:14]([CH3:16])[CH3:15]>>[CH2:13]([NH:17][C:1](=[O:12])/[CH:2]=[CH:3]/[CH2:4][CH2:5][CH2:6][CH2:7][CH2:8][CH2:9][CH3:10])[CH:14]([CH3:16])[CH3:15]. Reported procedure: The same operation as in Example 1-1 or 1-2 was carried out using trans-2-decenoic acid and isobutylamine as starting materials to give the aimed compound. Starting materials: CCC(=O)Cl, COc1ccc2nccc(CCCNCC3CN(c4ccc5c(c4)NC(=O)CS5)C(=O)O3)c2n1, ClCCl. RXN SMILES: [C:1]([CH2:2][CH3:3])(=[O:4])[Cl:5].[CH3:6][O:7][c:8]1[n:9][c:10]2[c:11]([CH2:18][CH2:19][CH2:20][NH:21][CH2:22][CH:23]3[CH2:24][N:25]([c:29]4[cH:30][cH:31][c:32]5[c:33]([cH:39]4)[NH:34][C:35](=[O:38])[CH2:36][S:37]5)[C:26](=[O:28])[O:27]3)[cH:12][cH:13][n:14][c:15]2[cH:16][cH:17]1.[Cl:40][CH2:41][Cl:42]>>[C:1]([CH2:2][CH3:3])(=[O:4])[N:21]([CH2:20][CH2:19][CH2:18][c:11]1[c:10]2[n:9][c:8]([O:7][CH3:6])[cH:17][cH:16][c:15]2[n:14][cH:13][cH:12]1)[CH2:22][CH:23]1[CH2:24][N:25]([c:29]2[cH:30][cH:31][c:32]3[c:33]([cH:39]2)[NH:34][C:35](=[O:38])[CH2:36][S:37]3)[C:26](=[O:28])[O:27]1. Yields the product CCC(=O)N(CCCc1ccnc2ccc(OC)nc12)CC1CN(c2ccc3c(c2)NC(=O)CS3)C(=O)O1. Starting materials: COC1=C(C(=O)O)C(=CC=C1)C(F)(F)F (2-methoxy-6-trifluoromethylbenzoic Acid), COC=1C=C(C=C(C1OC)OC)C (3,4,5-trimethoxytoluene), O=P12OP3(=O)OP(=O)(O1)OP(=O)(O2)O3 (P2O5). The solvent is ClCCl (dichloromethane). Product: CC1=CC(=C(C(=C1C(C1=C(C=CC=C1C(F)(F)F)OC)=O)OC)OC)OC (6'-methyl-2,2',3',4'-tetramethoxy-6-trifluoromethyl-benzophenone). Reaction SMILES: [CH3:1][O:2][C:3]1[CH:11]=[CH:10][CH:9]=[C:8]([C:12]([F:15])([F:14])[F:13])[C:4]=1[C:5]([OH:7])=O.[CH3:16][O:17][C:18]1[CH:19]=[C:20]([CH3:28])[CH:21]=[C:22]([O:26][CH3:27])[C:23]=1[O:24][CH3:25].O=P12OP3(OP(OP(O3)(O1)=O)(=O)O2)=O>ClCCl>[CH3:28][C:20]1[C:21]([C:5](=[O:7])[C:4]2[C:8]([C:12]([F:15])([F:14])[F:13])=[CH:9][CH:10]=[CH:11][C:3]=2[O:2][CH3:1])=[C:22]([O:26][CH3:27])[C:23]([O:24][CH3:25])=[C:18]([O:17][CH3:16])[CH:19]=1. Procedure: 65A (1.38 g, 0.00625 mol) is reacted with 3,4,5-trimethoxytoluene (1.14 g; 0.00625 mol) in the presence of P2O5 (5.0 g) and dichloromethane (100 ml) as described in Example 6 yielding white crystals, 1.68 g (69.8% ), mp 69-70° C. The reactants are 16, C1(=CC=C(C=C1)S(=O)(=O)OCC)C (ethyl toluene-4-sulfonate), CN(C=O)C (dimethylformamide), O=C1N=C(C2=C1C(=NC2=O)C2=CC=CC=C2)C2=CC=CC=C2 (1,4-diketo-3,6-diphenylpyrrolo-[3,4-c]-pyrrole), C([O-])([O-])=O.[K+].[K+] (potassium carbonate), CN(C=O)C (dimethylformamide). The solvent is CO (methanol). The product is O=C1N(C(=C2C1=C(N(C2=O)CC)C2=CC=CC=C2)C2=CC=CC=C2)CC (1,4-diketo-2,5-diethyl-3,6-diphenylpyrrolo-[3,4-c]-pyrrole). RXN SMILES: [C:1]1([CH3:13])[CH:6]=[CH:5][C:4](S(OCC)(=O)=O)=[CH:3][CH:2]=1.[CH3:14]N(C)C=O.O=[C:20]1[C:24]2[C:25]([C:29]3C=CC=CC=3)=[N:26][C:27](=[O:28])[C:23]=2[C:22]([C:35]2[CH:40]=[CH:39][CH:38]=[CH:37][CH:36]=2)=[N:21]1.[C:41](=[O:44])([O-])[O-].[K+].[K+]>CO>[O:28]=[C:27]1[C:23]2=[C:22]([C:35]3[CH:36]=[CH:37][CH:38]=[CH:39][CH:40]=3)[N:21]([CH2:20][CH3:24])[C:41](=[O:44])[C:14]2=[C:13]([C:1]2[CH:2]=[CH:3][CH:4]=[CH:5][CH:6]=2)[N:26]1[CH2:25][CH3:29] |f:3.4.5|. Reported procedure: A solution of 16 parts of ethyl toluene-4-sulfonate in 15 parts of dimethylformamide is added to a mixture, warmed to 140°-142° C., of 5.8 parts of 1,4-diketo-3,6-diphenylpyrrolo-[3,4-c]-pyrrole, 12.2 parts of potassium carbonate and 60 parts of dimethylformamide in the course of 30 minutes, with stirring. The brown-yellow solution formed is subsequently stirred at 142° C. for 5 minutes, and 100 parts of methanol are added at 70° C. The yellow precipitate which has separated out is filtered off ... Starting materials: [Cl-].[Al+3].[Cl-].[Cl-] (aluminium chloride), Cl (hydrochloric acid), C(C)(=O)Cl (acetyl chloride), C1(=CC=CC=C1)S(=O)(=O)NC1CC2=CC=CC=C2C1 (2-(benzenesulphonamido)-indane). Solvent: C(CCl)Cl (ethylene chloride). Conditions: time 3 hour. The product is CC(=O)C=1C=C2CC(CC2=CC1)NS(=O)(=O)C1=CC=CC=C1 ((2-Benzenesulphonamido-indan-5-yl) methyl ketone). RXN SMILES: [Cl-].[Al+3].[Cl-].[Cl-].[C:5](Cl)(=[O:7])[CH3:6].[C:9]1([S:15]([NH:18][CH:19]2[CH2:27][C:26]3[C:21](=[CH:22][CH:23]=[CH:24][CH:25]=3)[CH2:20]2)(=[O:17])=[O:16])[CH:14]=[CH:13][CH:12]=[CH:11][CH:10]=1.Cl>C(Cl)CCl>[CH3:6][C:5]([C:23]1[CH:22]=[C:21]2[C:26](=[CH:25][CH:24]=1)[CH2:27][CH:19]([NH:18][S:15]([C:9]1[CH:14]=[CH:13][CH:12]=[CH:11][CH:10]=1)(=[O:16])=[O:17])[CH2:20]2)=[O:7] |f:0.1.2.3|. Reported procedure: 29.6 g (0.22 mol) of anhydrous aluminium chloride are suspended in 250 ml of ethylene chloride and 10.5 g (0.133 mol) of acetyl chloride and 24.2 g (0.0885 mol) of 2-(benzenesulphonamido)-indane are added successively. After the mixture has been stirred for approx 3 hours at room temperature, it is decomposed with ice and concentrated hydrochloric acid. The reaction product is obtained by concentrating the organic phase and subsequently crystallising the product from cyclohexane/ethyl acetate. Starting materials: COC=1C=C(C=CC1OC)CC(CCC(CCC1=CC=C(C=C1)OC)=O)[N+](=O)[O-] (1-(3,4-dimethoxyphenyl)-7-(4-methoxyphenyl)-2-nitro-5-heptanone), C1(=CC=C(C=C1)S(=O)(=O)O)C (p-toluenesulfonic acid), C(CO)O (ethylene glycol), C1=CC=CC=C1 (benzene). The solvent is O (water). Product: COC=1C=C(C=CC1OC)CC(CCC1(CCC2=CC=C(C=C2)OC)OCCO1)[N+](=O)[O-] (1-(3,4-Dimethoxyphenyl)-5,5-ethylenedioxy-7-(4-methoxyphenyl)-2-nitroheptane). RXN SMILES: [CH3:1][O:2][C:3]1[CH:4]=[C:5]([CH2:11][CH:12]([N+:27]([O-:29])=[O:28])[CH2:13][CH2:14][C:15](=[O:26])[CH2:16][CH2:17][C:18]2[CH:23]=[CH:22][C:21]([O:24][CH3:25])=[CH:20][CH:19]=2)[CH:6]=[CH:7][C:8]=1[O:9][CH3:10].C1(C)C=CC(S(O)(=O)=O)=CC=1.[CH2:41](O)[CH2:42][OH:43].C1C=CC=CC=1>O>[CH3:1][O:2][C:3]1[CH:4]=[C:5]([CH2:11][CH:12]([N+:27]([O-:29])=[O:28])[CH2:13][CH2:14][C:15]2([O:43][CH2:42][CH2:41][O:26]2)[CH2:16][CH2:17][C:18]2[CH:19]=[CH:20][C:21]([O:24][CH3:25])=[CH:22][CH:23]=2)[CH:6]=[CH:7][C:8]=1[O:9][CH3:10]. Reported procedure: Into a 1 l. r.b. flask equipped with a Dean-Stark trap was placed 22 g. (0.055 mole) of 1-(3,4-dimethoxyphenyl)-7-(4-methoxyphenyl)-2-nitro-5-heptanone, 2 g. of p-toluenesulfonic acid, 25 ml. of ethylene glycol, and 500 ml. of benzene, the mixture was refluxed until no more water was separated, and then cooled to room temperature. The dark solution was poured into cold dil. NaHCO3 solution and extracted with ethyl acetate. The organic layer was backwashed with water and dried over anhydrous MgSO... Starting materials: ClC(=O)OC (methyl chloroformate), ClC=1C=NC=C(C1NC(=O)C1=CN(C2=NC=CC=C2C1=O)N1CCN(CC1)C)Cl (N-(3,5-dichloropyridin-4-yl)-1-(4-methylpiperazin-1-yl)-1,4-dihydro[1,8]naphtyridin-4-one-3-carboxamide), ethyl 1-(1-benzylpiperidin-3-yl)-1,4-dihydro[1,8]naphtyridin-4-one-3-carboxylate. Yields the product ClC(=O)OCC1=CC=CC=C1 (benzyl chloroformate), above-identified compound. Yield: 53.0%. Reaction SMILES: ClC1C=NC=C(Cl)C=1N[C:9]([C:11]1[C:20](=O)[C:19]2C(=N[CH:16]=[CH:17][CH:18]=2)N(N2CCN(C)CC2)C=1)=[O:10].[Cl:30][C:31](OC)=[O:32]>>[Cl:30][C:31]([O:10][CH2:9][C:11]1[CH:20]=[CH:19][CH:18]=[CH:17][CH:16]=1)=[O:32]. Reported procedure: The same reaction was carried out as in Example 23, except for using N-(3,5-dichloropyridin-4-yl)-1-(4-methylpiperazin-1-yl)-1,4-dihydro[1,8]naphtyridin-4-one-3-carboxamide, instead of ethyl 1-(1-benzylpiperidin-3-yl)-1,4-dihydro[1,8]naphtyridin-4-one-3-carboxylate and using methyl chloroformate, instead of benzyl chloroformate, to obtain 85 mg (53%) of the above-identified compound as a colorless crystal. Reactants: C(CCC)[Li] (n-Butyllithium), ClC=1N=C2N(C=CC=C2)C1 (2-chloroimidazo[1,2-a]pyridine), C(OCC)(=O)Cl (ethyl chlorocarbonate). Solvent: C1CCOC1 (THF), C1CCOC1 (THF). Run at time 30 minute. The product is ClC=1N=C2N(C=CC=C2)C1C(=O)OCC (ethyl 2-chloroimidazo[1,2-a]pyridine-3-carboxylate). Isolated yield 89.7%. Reaction SMILES: C([Li])CCC.[Cl:6][C:7]1[N:8]=[C:9]2[CH:14]=[CH:13][CH:12]=[CH:11][N:10]2[CH:15]=1.[C:16](Cl)(=[O:20])[O:17][CH2:18][CH3:19]>C1COCC1>[Cl:6][C:7]1[N:8]=[C:9]2[CH:14]=[CH:13][CH:12]=[CH:11][N:10]2[C:15]=1[C:16]([O:17][CH2:18][CH3:19])=[O:20]. Procedure details: n-Butyllithium (1.6M in hexane, 45.1 mL) was added to a solution of 2-chloroimidazo[1,2-a]pyridine (10 g) in THF (120 mL) at −78° C. After stirring for 30 min, ethyl chlorocarbonate (7.82 g) in THF (10 mL) was added to the mixture at the same temperature and stirred for 1 h and then 10 h at room temperature. The mixture was quenched with water, and extracted with ethyl acetate, and the extract was washed with brine, and dried over magnesium sulfate. The residue was purified by column chromatogra... Starting materials: CC(C)(C)[SiH2]OC(C)(C)C1=CCCC(CCO)C1, CC(C)(C)[Si](C)(C)OCC1=CCCC(CCOCc2ccccc2)C1, OCC1=CCCC(CCOCc2ccccc2)C1, C1CCOC1, CS(C)=O, ClCCl, N. Yields the product CC(C)(C)[SiH2]OC(C)(C)C1=CCCC(CC=O)C1. RXN SMILES: [C:49]([CH3:50])([CH3:51])([CH3:52])[SiH2:53][O:54][C:55]([C:56]1=[CH:61][CH2:60][CH2:59][CH:58]([CH2:62][CH2:63][OH:64])[CH2:57]1)([CH3:65])[CH3:66].[CH2:1]([O:2][CH2:3][CH2:4][CH:5]1[CH2:6][C:7]([CH2:8][O:9][Si:10]([C:11]([CH3:12])([CH3:13])[CH3:14])([CH3:15])[CH3:16])=[CH:17][CH2:18][CH2:19]1)[c:20]1[cH:21][cH:22][cH:23][cH:24][cH:25]1.[CH2:31]([O:32][CH2:33][CH2:34][CH:35]1[CH2:36][C:37]([CH2:38][OH:39])=[CH:40][CH2:41][CH2:42]1)[c:43]1[cH:44][cH:45][cH:46][cH:47][cH:48]1.[CH2:67]1[O:68][CH2:69][CH2:70][CH2:71]1.[CH3:27][S:28]([CH3:29])=[O:30].[Cl:72][CH2:73][Cl:74].[NH3:26]>>[C:49]([CH3:50])([CH3:51])([CH3:52])[SiH2:53][O:54][C:55]([C:56]1=[CH:61][CH2:60][CH2:59][CH:58]([CH2:62][CH:63]=[O:64])[CH2:57]1)([CH3:65])[CH3:66].